This data is from the Open Reaction Database (ORD), a public repository of structured organic reaction records. The task is: describe an organic reaction: reactants, conditions, products, and yield The reactants are CNC(C)CN(CC(=O)O)C(=O)OCc1ccccc1, ClCCCl, CCOC(C)=O, CN(C)C=O. Product: CC1CN(C(=O)OCc2ccccc2)CC(=O)N1C. RXN SMILES: [CH2:1]([c:2]1[cH:3][cH:4][cH:5][cH:6][cH:7]1)[O:8][C:9](=[O:10])[N:11]([CH2:12][C:13](=[O:14])[OH:15])[CH2:16][CH:17]([CH3:18])[NH:19][CH3:20].[CH2:21]([Cl:22])[CH2:23][Cl:24].[CH3:30][CH2:31][O:32][C:33]([CH3:34])=[O:35].[O:25]=[CH:26][N:27]([CH3:28])[CH3:29]>>[CH2:1]([c:2]1[cH:3][cH:4][cH:5][cH:6][cH:7]1)[O:8][C:9](=[O:10])[N:11]1[CH2:12][C:13](=[O:14])[N:19]([CH3:20])[CH:17]([CH3:18])[CH2:16]1. Starting materials: CN(C1=CC=C(C=C1)Br)C (4-dimethylaminobromobenzene), C(C(=C)C)(=O)OC (methyl methacrylate), C1(CCCCC1)C(C1CCCCC1)N (dicyclohexylmethylamine). The reagents and catalysts are C=1C=CC(=CC1)/C=C/C(=O)/C=C/C2=CC=CC=C2.C=1C=CC(=CC1)/C=C/C(=O)/C=C/C2=CC=CC=C2.C=1C=CC(=CC1)/C=C/C(=O)/C=C/C2=CC=CC=C2.[Pd].[Pd] (tris (dibenzylideneacetone)dipalladium (0)), C1(=CC=CC=C1)[B-](C1=CC=CC=C1)(C1=CC=CC=C1)C1=CC=CC=C1.C(C)(C)(C)[PH+](C(C)(C)C)C(C)(C)C (tri-tert-butylphosphonium tetraphenylborate). Solvent: O1CCCC1 (tetrahydrofuran). Product: COC(\C(=C\C1=CC=C(C=C1)N(C)C)\C)=O ((E)-3-(4-dimethylaminophenyl)-2-methylacrylic acid methyl ester). Yield: 86.7%. Reaction SMILES: [CH3:1][N:2]([CH3:10])[C:3]1[CH:8]=[CH:7][C:6](Br)=[CH:5][CH:4]=1.[C:11]([O:16][CH3:17])(=[O:15])[C:12]([CH3:14])=[CH2:13].C1(C(N)C2CCCCC2)CCCCC1>C1C=CC(/C=C/C(/C=C/C2C=CC=CC=2)=O)=CC=1.C1C=CC(/C=C/C(/C=C/C2C=CC=CC=2)=O)=CC=1.C1C=CC(/C=C/C(/C=C/C2C=CC=CC=2)=O)=CC=1.[Pd].[Pd].C1([B-](C2C=CC=CC=2)(C2C=CC=CC=2)C2C=CC=CC=2)C=CC=CC=1.C([PH+](C(C)(C)C)C(C)(C)C)(C)(C)C.O1CCCC1>[CH3:17][O:16][C:11](=[O:15])/[C:12](/[CH3:14])=[CH:13]/[C:6]1[CH:7]=[CH:8][C:3]([N:2]([CH3:10])[CH3:1])=[CH:4][CH:5]=1 |f:3.4.5.6.7,8.9|. Reported procedure: A 30-ml four-necked flask was equipped with a stirrer, a thermometer and a reflux condenser. 1.000 g (5 mmol) of 4-dimethylaminobromobenzene, 1.001 g (10 mmol) of methyl methacrylate, 0.011 g (0.012 mmol) of tris (dibenzylideneacetone)dipalladium (0), 1.074 g (5.5mmol) of dicyclohexylmethylamine and 5 ml of tetrahydrofuran were weighed in the flask, followed by stirring. Further, 0.026 g (0.05 mmol) of tri-tert-butylphosphonium tetraphenylborate obtained in Example A-1 was weighed in air and add... The reactants are C(C)(C)(C)C1=NC(=CC(=N1)N1CCN(CC1)CCCCl)CCC (2-tert-butyl-4-[4-(3-chloro-propyl)-piperazin-1-yl]-6-propyl-pyrimidine), CN1C(=NN=C1C)S (4-methyl-5-methyl-4H-[1,2,4]triazole-3-thiol). Yields the product Cl.C(C)(C)(C)C1=NC(=CC(=N1)N1CCN(CC1)CCCSC1=NN=C(N1C)C)CCC (2-tert-Butyl-4-{4-[3-(4-methyl-5-methyl-4H-[1,2,4]triazol-3-ylsulfanyl)-propyl]-piperazin-1-yl}-6-propyl-pyrimidine hydrochloride). Yield: 36.2%. RXN SMILES: [C:1]([C:5]1[N:10]=[C:9]([N:11]2[CH2:16][CH2:15][N:14]([CH2:17][CH2:18][CH2:19][Cl:20])[CH2:13][CH2:12]2)[CH:8]=[C:7]([CH2:21][CH2:22][CH3:23])[N:6]=1)([CH3:4])([CH3:3])[CH3:2].[CH3:24][N:25]1[C:29]([CH3:30])=[N:28][N:27]=[C:26]1[SH:31]>>[ClH:20].[C:1]([C:5]1[N:10]=[C:9]([N:11]2[CH2:16][CH2:15][N:14]([CH2:17][CH2:18][CH2:19][S:31][C:26]3[N:25]([CH3:24])[C:29]([CH3:30])=[N:28][N:27]=3)[CH2:13][CH2:12]2)[CH:8]=[C:7]([CH2:21][CH2:22][CH3:23])[N:6]=1)([CH3:4])([CH3:3])[CH3:2] |f:2.3|. Procedure: Reaction of 1 g of 2-tert-butyl-4-[4-(3-chloro-propyl)-piperazin-1-yl]-6-propyl-pyrimidine (2.95 mmol) with 0.42 g of 4-methyl-5-methyl-4H-[1,2,4]triazole-3-thiol (3.25 mmol) yielded 0.5 g (33.6%) of title compound as a solid. Reactants: Cl (hydrochloric acid), C(C)(C)(C)C=1C=C(OCCCCCC#N)C=C(C1O)C(C)(C)C (6-(3,5-di-t-butyl-4-hydroxyphenoxy)hexanenitrile), [Cl-].C(C)[NH+](CC)CC (triethylammonium chloride), [N-]=[N+]=[N-].[Na+] (sodium azide). Run in CN1C(CCC1)=O (N-methylpyrrolidinone), O (water). Reaction conditions: temperature 150 celsius. Product: C(C)(C)(C)C=1C=C(OCCCCCC2=NN=NN2)C=C(C1O)C(C)(C)C (5-[5-(3,5-di-t-butyl-4-hydroxyphenoxy)pentyl]tetrazole). Isolated yield 50.9%. As a reaction SMILES: [C:1]([C:5]1[CH:6]=[C:7]([CH:16]=[C:17]([C:20]([CH3:23])([CH3:22])[CH3:21])[C:18]=1[OH:19])[O:8][CH2:9][CH2:10][CH2:11][CH2:12][CH2:13][C:14]#[N:15])([CH3:4])([CH3:3])[CH3:2].[Cl-].C([NH+](CC)CC)C.[N-:32]=[N+:33]=[N-:34].[Na+].Cl>O.CN1CCCC1=O>[C:1]([C:5]1[CH:6]=[C:7]([CH:16]=[C:17]([C:20]([CH3:23])([CH3:22])[CH3:21])[C:18]=1[OH:19])[O:8][CH2:9][CH2:10][CH2:11][CH2:12][CH2:13][C:14]1[NH:34][N:33]=[N:32][N:15]=1)([CH3:4])([CH3:3])[CH3:2] |f:1.2,3.4|. Procedure details: Under a nitrogen atmosphere, a mixture of 3.79 g (0.012 mole) of 6-(3,5-di-t-butyl-4-hydroxyphenoxy)hexanenitrile, 2.45 g (0.018 mole) of triethylammonium chloride, 2.31 g (0.036 mole) of sodium azide and 150 ml of N-methylpyrrolidinone was heated at about 150° C. for about 72 hours. The reaction mixture was cooled and poured into water. The aqueous mixture was acidified to pH 1 with 10% hydrochloric acid and then extracted six times with 100 ml portions of diethyl ether The diethyl ether extrac... Reactants: COC(=O)CNC1CCc2c(-c3cnc(-c4ccc(OC(C)C)c(C#N)c4)s3)cccc21, CCO, [Na+], [OH-]. Product: CC(C)Oc1ccc(-c2ncc(-c3cccc4c3CCC4NCC(=O)O)s2)cc1C#N. As a reaction SMILES: [C:1](#[N:2])[c:3]1[cH:4][c:5](-[c:13]2[s:14][c:15](-[c:18]3[c:19]4[c:23]([cH:24][cH:25][cH:26]3)[CH:22]([NH:27][CH2:28][C:29](=[O:30])[O:31][CH3:32])[CH2:21][CH2:20]4)[cH:16][n:17]2)[cH:6][cH:7][c:8]1[O:9][CH:10]([CH3:11])[CH3:12].[CH3:35][CH2:36][OH:37].[Na+:34].[OH-:33]>>[C:1](#[N:2])[c:3]1[cH:4][c:5](-[c:13]2[s:14][c:15](-[c:18]3[c:19]4[c:23]([cH:24][cH:25][cH:26]3)[CH:22]([NH:27][CH2:28][C:29](=[O:30])[OH:31])[CH2:21][CH2:20]4)[cH:16][n:17]2)[cH:6][cH:7][c:8]1[O:9][CH:10]([CH3:11])[CH3:12]. Starting materials: C1CCOC1, CP(C)C, CCOC(C)=O, CC(N=[N+]=[N-])c1cc(N(COCC[Si](C)(C)C)COCC[Si](C)(C)C)n2ncc(-c3cnc4ccc(F)cc4c3)c2n1, O. Product: CC(N)c1cc(N(COCC[Si](C)(C)C)COCC[Si](C)(C)C)n2ncc(-c3cnc4ccc(F)cc4c3)c2n1. As a reaction SMILES: [CH2:43]1[O:44][CH2:45][CH2:46][CH2:47]1.[CH3:48][P:49]([CH3:50])[CH3:51].[CH3:53][CH2:54][O:55][C:56]([CH3:57])=[O:58].[N:1](=[N+:2]=[N-:3])[CH:4]([CH3:5])[c:6]1[n:7][c:8]2[n:9]([c:10]([N:12]([CH2:13][O:14][CH2:15][CH2:16][Si:17]([CH3:18])([CH3:19])[CH3:20])[CH2:21][O:22][CH2:23][CH2:24][Si:25]([CH3:26])([CH3:27])[CH3:28])[cH:11]1)[n:29][cH:30][c:31]2-[c:32]1[cH:33][n:34][c:35]2[cH:36][cH:37][c:38]([F:42])[cH:39][c:40]2[cH:41]1.[OH2:52]>>[NH2:1][CH:4]([CH3:5])[c:6]1[n:7][c:8]2[n:9]([c:10]([N:12]([CH2:13][O:14][CH2:15][CH2:16][Si:17]([CH3:18])([CH3:19])[CH3:20])[CH2:21][O:22][CH2:23][CH2:24][Si:25]([CH3:26])([CH3:27])[CH3:28])[cH:11]1)[n:29][cH:30][c:31]2-[c:32]1[cH:33][n:34][c:35]2[cH:36][cH:37][c:38]([F:42])[cH:39][c:40]2[cH:41]1. The reactants are C(C=C)(=O)N (acrylamide), C=O (paraformaldehyde), Cl (hydrochloric acid), SC1(C(C(=O)O)C=CC=C1)C(=O)O (2-mercaptophthalic acid), [OH-].[Na+] (sodium hydroxide). Run in O (water). The product is C(=O)(O)C1=C(C=CC=C1)SCCC(=O)NCO (3-(2-carboxyphenyl)thio-N-hydroxymethylpropionamide). RXN SMILES: [C:1]([NH2:5])(=[O:4])[CH:2]=[CH2:3].[SH:6][C:7]1(C(O)=O)[CH:15]=[CH:14][CH:13]=[CH:12][CH:8]1[C:9]([OH:11])=[O:10].[OH-:19].[Na+].[CH2:21]=O.Cl>O>[C:9]([C:8]1[CH:12]=[CH:13][CH:14]=[CH:15][C:7]=1[S:6][CH2:3][CH2:2][C:1]([NH:5][CH2:21][OH:19])=[O:4])([OH:11])=[O:10] |f:2.3|. Procedure details: The procedure of Example 1 is repeated, using 35.5 parts (0.5 mole) of acrylamide in 100 parts of deionised water, adding 77.1 parts (0.5 mole) of 2-mercaptophthalic acid over 20 minutes, adjusting the pH of the reaction mixture to 10.0 with 90 parts of 30% aqueous sodium hydroxide solution, and adding 15 parts (0.5 mole) of paraformaldehyde to the reaction mixture at pH 9.5 after addition of hydrochloric acid. Yield: 328 parts of a 42% aqueous, slightly viscous yellowish solution of the methylo...